Task: describe an organic reaction: reactants, conditions, products, and yield. Dataset: the Open Reaction Database (ORD), a public repository of structured organic reaction records Reaction conditions: time 8 hour. Run in C1CCOC1 (THF), CO (MeOH). Reported procedure: Platinum(IV) oxide (37 mg) was added to a solution of 9-[4-(3-methoxyphenoxy)phenyl]-3,4-dihydropyrido[2,1-c][1,2,4]thiadiazine 2,2-dioxide (129 mg) in THF (dry) (20 mL) and MeOH (20 mL) and the mixture was stirred at room temperature under hydrogen overnight. The insoluble material was removed by filtration, and the filtrate was concentrated in vacuo. The residue was crystallized from THF/IPE to give the title compound (70.2 mg) as colorless crystals. Yield: 53.9%. Starting materials: COC=1C=C(OC2=CC=C(C=C2)C2=CC=CN3C2=NS(CC3)(=O)=O)C=CC1 (9-[4-(3-methoxyphenoxy)phenyl]-3,4-dihydropyrido[2,1-c][1,2,4]thiadiazine 2,2-dioxide). Reagents/catalysts: [Pt](=O)=O (Platinum(IV) oxide). Reaction SMILES: [CH3:1][O:2][C:3]1[CH:4]=[C:5]([CH:25]=[CH:26][CH:27]=1)[O:6][C:7]1[CH:12]=[CH:11][C:10]([C:13]2[C:18]3=[N:19][S:20](=[O:24])(=[O:23])[CH2:21][CH2:22][N:17]3[CH:16]=[CH:15][CH:14]=2)=[CH:9][CH:8]=1>C1COCC1.CO.[Pt](=O)=O>[CH3:1][O:2][C:3]1[CH:4]=[C:5]([CH:25]=[CH:26][CH:27]=1)[O:6][C:7]1[CH:8]=[CH:9][C:10]([CH:13]2[C:18]3=[N:19][S:20](=[O:23])(=[O:24])[CH2:21][CH2:22][N:17]3[CH2:16][CH2:15][CH2:14]2)=[CH:11][CH:12]=1. The product is COC=1C=C(OC2=CC=C(C=C2)C2CCCN3C2=NS(CC3)(=O)=O)C=CC1 (9-[4-(3-methoxyphenoxy)phenyl]-3,4,6,7,8,9-hexahydropyrido[2,1-c][1,2,4]thiadiazine 2,2-dioxide).